From a dataset of the Open Reaction Database (ORD), a public repository of structured organic reaction records. describe an organic reaction: reactants, conditions, products, and yield Reactants: Cc1nccc(Br)n1, CC(c1ccc(B2OC(C)(C)C(C)(C)O2)cc1)N1CCC(CCCO)(c2ccc(F)cc2)OC1=O. Product: Cc1nccc(-c2ccc(C(C)N3CCC(CCCO)(c4ccc(F)cc4)OC3=O)cc2)n1. Reaction SMILES: [Br:36][c:37]1[n:38][c:39]([CH3:43])[n:40][cH:41][cH:42]1.[F:1][c:2]1[cH:3][cH:4][c:5]([C:8]2([CH2:32][CH2:33][CH2:34][OH:35])[CH2:9][CH2:10][N:11]([CH:15]([CH3:16])[c:17]3[cH:18][cH:19][c:20]([B:23]4[O:24][C:25]([CH3:26])([CH3:27])[C:28]([CH3:29])([CH3:30])[O:31]4)[cH:21][cH:22]3)[C:12](=[O:14])[O:13]2)[cH:6][cH:7]1>>[F:1][c:2]1[cH:3][cH:4][c:5]([C:8]2([CH2:32][CH2:33][CH2:34][OH:35])[CH2:9][CH2:10][N:11]([CH:15]([CH3:16])[c:17]3[cH:18][cH:19][c:20](-[c:37]4[n:38][c:39]([CH3:43])[n:40][cH:41][cH:42]4)[cH:21][cH:22]3)[C:12](=[O:14])[O:13]2)[cH:6][cH:7]1.